Task: describe an organic reaction: reactants, conditions, products, and yield. Dataset: the Open Reaction Database (ORD), a public repository of structured organic reaction records The reactants are BrCC1CCCCC1, CCOC(OCC)[PH](=O)OCC, [H-], [Na+], C1CCOC1, O. Product: CCOC(OCC)P(=O)(CC1CCCCC1)OCC. As a reaction SMILES: [Br:15][CH2:16][CH:17]1[CH2:18][CH2:19][CH2:20][CH2:21][CH2:22]1.[CH2:1]([CH3:2])[O:3][PH:4](=[O:5])[CH:6]([O:7][CH2:8][CH3:9])[O:10][CH2:11][CH3:12].[H-:13].[Na+:14].[O:24]1[CH2:25][CH2:26][CH2:27][CH2:28]1.[OH2:23]>>[CH2:1]([CH3:2])[O:3][P:4](=[O:5])([CH:6]([O:7][CH2:8][CH3:9])[O:10][CH2:11][CH3:12])[CH2:16][CH:17]1[CH2:18][CH2:19][CH2:20][CH2:21][CH2:22]1. RXN SMILES: [Br:1][c:2]1[cH:3][cH:4][c:5]([O:6][c:7]2[cH:8][c:9]([OH:13])[cH:10][cH:11][cH:12]2)[cH:14][cH:15]1.[CH2:24]([Cl:25])[Cl:26].[CH3:16][S:17][Cl:18].[CH3:19][S:20][S:21][CH3:22].[Cl:23]>>[Br:1][c:2]1[cH:3][cH:4][c:5]([O:6][c:7]2[cH:8][c:9]([OH:13])[c:10]([S:17][CH3:16])[cH:11][cH:12]2)[cH:14][cH:15]1. Product: CSc1ccc(Oc2ccc(Br)cc2)cc1O. Starting materials: Oc1cccc(Oc2ccc(Br)cc2)c1, ClCCl, CSCl, CSSC, Cl. Reactants: C(C)(=O)C=1C(NC(=CC1O)C)=O (3-acetyl-4-hydroxy-6-methyl-2(1H)-pyridinone), O=C1OCCN1C=1C=C(C=O)C=CC1 (3-(2-oxo-oxazolidin-3-yl)benzaldehyde). Yields the product OC1=C(C(NC(=C1)C)=O)C(C=CC1=CC(=CC=C1)N1C(OCC1)=O)=O (4-hydroxy-3-[3-[3-(2-oxo-oxazolidin-3-yl)phenyl]-1-oxo-2-propenyl]-6-methyl-2(1H)-pyridinone). Isolated yield 41.2%. Reaction SMILES: [C:1]([C:4]1[C:5](=[O:12])[NH:6][C:7]([CH3:11])=[CH:8][C:9]=1[OH:10])(=[O:3])[CH3:2].[O:13]=[C:14]1[N:18]([C:19]2[CH:20]=[C:21]([CH:24]=[CH:25][CH:26]=2)[CH:22]=O)[CH2:17][CH2:16][O:15]1>>[OH:10][C:9]1[CH:8]=[C:7]([CH3:11])[NH:6][C:5](=[O:12])[C:4]=1[C:1](=[O:3])[CH:2]=[CH:22][C:21]1[CH:24]=[CH:25][CH:26]=[C:19]([N:18]2[CH2:17][CH2:16][O:15][C:14]2=[O:13])[CH:20]=1. Procedure details: According to the same manner as that of Example 16 except that 0.33 g of 3-acetyl-4-hydroxy-6-methyl-2(1H)-pyridinone was used in place of 3-acetyl-4-hydroxy-1,6-dimethyl-2(1H)-pyridinone, and 0.30 g of 3-(2-oxo-oxazolidin-3-yl)benzaldehyde was used in place of 3-(methoxycarbonyl)benzaldehyde, 0.22 g of 4-hydroxy-3-[3-[3-(2-oxo-oxazolidin-3-yl)phenyl]-1-oxo-2-propenyl]-6-methyl-2(1H)-pyridinone [Compound No. (3a-37)] was obtained as a yellow crystal. The reactants are C(C)(C)(C)OC(=O)N1CCC(CC1)O (1-tert-Butoxycarbonyl-4-hydroxypiperidine), [H-].[Na+] (sodium hydride), BrC=1N(C2=NC(=NC(=C2N1)N1CCOCC1)Cl)C (4-(8-bromo-2-chloro-9-methyl-9H-purin-6-yl)morpholine). The solvent is CCOC(=O)C (EtOAc), CN(C)C=O (DMF). Conditions: time 10 minute. Product: ClC1=NC(=C2N=C(N(C2=N1)C)OC1CCN(CC1)C(=O)OC(C)(C)C)N1CCOCC1 (tert-butyl 4-(2-chloro-9-methyl-6-morpholino-9H-purin-8-yloxy)piperidine-1-carboxylate). Reaction SMILES: [H-].[Na+].[C:3]([O:7][C:8]([N:10]1[CH2:15][CH2:14][CH:13]([OH:16])[CH2:12][CH2:11]1)=[O:9])([CH3:6])([CH3:5])[CH3:4].Br[C:18]1[N:19]([CH3:34])[C:20]2[C:25]([N:26]=1)=[C:24]([N:27]1[CH2:32][CH2:31][O:30][CH2:29][CH2:28]1)[N:23]=[C:22]([Cl:33])[N:21]=2>CN(C=O)C.CCOC(C)=O>[Cl:33][C:22]1[N:21]=[C:20]2[C:25]([N:26]=[C:18]([O:16][CH:13]3[CH2:14][CH2:15][N:10]([C:8]([O:7][C:3]([CH3:6])([CH3:4])[CH3:5])=[O:9])[CH2:11][CH2:12]3)[N:19]2[CH3:34])=[C:24]([N:27]2[CH2:32][CH2:31][O:30][CH2:29][CH2:28]2)[N:23]=1 |f:0.1|. Procedure: To a suspension of sodium hydride (0.327 g, 8.18 mmol) in DMF (31 mL) at 0° C. was added 1-tert-Butoxycarbonyl-4-hydroxypiperidine (1.266 g, 6.29 mmol). After 10 min, 4-(8-bromo-2-chloro-9-methyl-9H-purin-6-yl)morpholine (2.09 g, 6.29 mmol) was added. The mixture was stirred at rt for 3 h. Diluted with EtOAc, the mixture was washed with ½ brine (2×), brine, and dried (Na2SO4). The crude (3.075 g) was used directly for further transformations. LCMS: M+H+=453.4. Starting materials: COC1=CC=C(C=C1)NC=1N=NC(=CN1)C(C)NC(OC(C)(C)C)=O (1,1-dimethylethyl [1-(3-{[4-(methyloxy)phenyl]amino}-1,2,4-triazin-6-yl)ethyl]carbamate), COC1=CC=C(C=C1)NC=1N=NC(=CN1)C(C)NC(OC(C)(C)C)=O (1,1-dimethylethyl [1-(3-{[4-(methyloxy)phenyl]amino}-1,2,4-triazin-6-yl)ethyl]carbamate), Cl (hydrogen chloride). The solvent is C(C)O (ethanol). The product is NC(C)C1=CN=C(N=N1)NC1=CC=C(C=C1)OC (6-(1-aminoethyl)-N-[4-(methyloxy)phenyl]-1,2,4-triazin-3-amine). Yield: 79.8%. As a reaction SMILES: [CH3:1][O:2][C:3]1[CH:8]=[CH:7][C:6]([NH:9][C:10]2[N:11]=[N:12][C:13]([CH:16]([NH:18]C(=O)OC(C)(C)C)[CH3:17])=[CH:14][N:15]=2)=[CH:5][CH:4]=1.Cl>C(O)C>[NH2:18][CH:16]([C:13]1[N:12]=[N:11][C:10]([NH:9][C:6]2[CH:7]=[CH:8][C:3]([O:2][CH3:1])=[CH:4][CH:5]=2)=[N:15][CH:14]=1)[CH3:17]. Procedure details: To a stirred solution of 1,1-dimethylethyl [1-(3-{[4-(methyloxy)phenyl]amino}-1,2,4-triazin-6-yl)ethyl]carbamate (Intermediate 46) (3.00 g, 8.69 mmol) in ethanol saturated with hydrogen chloride (30 mL) was stirred overnight at room temperature. The resulting mixture was reduced under vacuum, partitioned between ethyl acetate and saturated sodium bicarbonate solution and the mixture filtered to give a solid residue. The aqueous layer was re-extracted with ethyl acetate (5×) and the combined orga...